describe an organic reaction: reactants, conditions, products, and yield From a dataset of the Open Reaction Database (ORD), a public repository of structured organic reaction records. Starting materials: solution, CN (methylamine), BrC(C)C=1C=C(C=CC1)C=1C=CN2C(C(=CC(=C2C1C)C1CC1)C(=O)OCC)=O (ethyl 8-[3-(1-bromoethyl)phenyl]-1-cyclopropyl-9-methyl-4-oxo-4H-quinolizine-3-carboxylate). The solvent is O1CCCC1 (tetrahydrofuran), O1CCCC1 (tetrahydrofuran). Run at time 10 hour. Product: C1(CC1)C=1C=C(C(N2C=CC(=C(C12)C)C1=CC(=CC=C1)C(C)NC)=O)C(=O)O (1-cyclopropyl-9-methyl-8-[3-(1-methylaminoethyl)phenyl]-4-oxo-4H-quinolizine-3-carboxylic acid). Reaction SMILES: Br[CH:2]([C:4]1[CH:5]=[C:6]([C:10]2[CH:11]=[CH:12][N:13]3[C:18]([C:19]=2[CH3:20])=[C:17]([CH:21]2[CH2:23][CH2:22]2)[CH:16]=[C:15]([C:24]([O:26]CC)=[O:25])[C:14]3=[O:29])[CH:7]=[CH:8][CH:9]=1)[CH3:3].[CH3:30][NH2:31]>O1CCCC1>[CH:21]1([C:17]2[CH:16]=[C:15]([C:24]([OH:26])=[O:25])[C:14](=[O:29])[N:13]3[C:18]=2[C:19]([CH3:20])=[C:10]([C:6]2[CH:7]=[CH:8][CH:9]=[C:4]([CH:2]([NH:31][CH3:30])[CH3:3])[CH:5]=2)[CH:11]=[CH:12]3)[CH2:23][CH2:22]1. Procedure: 46.1 mg of ethyl 8-[3-(1-bromoethyl)phenyl]-1-cyclopropyl-9-methyl-4-oxo-4H-quinolizine-3-carboxylate was dissolved in 2 ml of tetrahydrofuran. 0.1 ml of a solution of 2.0 M of methylamine in tetrahydrofuran was added to the obtained solution and they were stirred for 10 hours. The reaction mixture was concentrated under reduced pressure, and the obtained residue was dissolved in 1 N hydrochloric acid. After washing the obtained solution with ethyl acetate, the aqueous layer was concentrated und... The reactants are CC1=CC2=C(O1)C=CC(=C2)C#CCO (3-(2-methyl benzo[b]furan-5-yl)prop-2-yn-1-ol), C(C)(=O)OCC (Ethyl acetate), IC1=CC=C(C=C1)I (1,4-Diiodobenzene), O1C(=CC=C1)P(C=1OC=CC1)C=1OC=CC1 (tri-(2-furyl)phosphine), C[O-].[Na+] (Sodium methoxide), solution, [H-].[Al+3].[Li+].[H-].[H-].[H-] (lithium aluminum hydride). The reagents and catalysts are [Cl-].[Zn+2].[Cl-] (zinc chloride). Run in CO (Methanol), CCOCC (ether), [Cl-].[NH4+] (ammonium chloride), O1CCCC1 (tetrahydrofuran), O1CCCC1 (tetrahydrofuran). Conditions: temperature 0 celsius, time 1.5 hour. Yields the product IC1=CC=C(C=C1)/C(=C/CO)/C1=CC2=C(OC(=C2)C)C=C1 ((Z)-3-(4-iodophenyl)-3-(2-methylbenzo[b]furan-5-yl)allyl alcohol). As a reaction SMILES: C[O-].[Na+].[H-].[Al+3].[Li+].[H-].[H-].[H-].[CH3:10][C:11]1[O:15][C:14]2[CH:16]=[CH:17][C:18]([C:20]#[C:21][CH2:22][OH:23])=[CH:19][C:13]=2[CH:12]=1.C(OCC)(=O)C.[I:30][C:31]1[CH:36]=[CH:35][C:34](I)=[CH:33][CH:32]=1.O1C=CC=C1P(C1OC=CC=1)C1OC=CC=1>O1CCCC1.CCOCC.[Cl-].[NH4+].[Cl-].[Zn+2].[Cl-].CO>[I:30][C:31]1[CH:36]=[CH:35][C:34](/[C:20](/[C:18]2[CH:17]=[CH:16][C:14]3[O:15][C:11]([CH3:10])=[CH:12][C:13]=3[CH:19]=2)=[CH:21]/[CH2:22][OH:23])=[CH:33][CH:32]=1 |f:0.1,2.3.4.5.6.7,14.15,16.17.18|. Procedure: Sodium methoxide (0.05 g, 0.9 mmol) was added to 1 M solution of lithium aluminum hydride in tetrahydrofuran (20 mL, 20 mmol). The mixture was cooled to 0° C., and a solution of the above alcohol (3.67 g, 19.7 mmol) in tetrahydrofuran (30 mL) was slowly added. The reaction mixture was stirred at 0° C. for 1.5 h and subsequently for 1.5 h at ambient temperature. Ethyl acetate (3.3 mL, 34 mmol) was added at 0° C. and the mixture was then stirred for 20 min without cooling. 1,4-Diiodobenzene (6.6 g... Starting materials: CC#CCOc1ccc(S(=O)(=O)C2(C(=O)OC)CCN(C(=O)C3(C)COC(C)(C)OC3)CC2)cc1, CO, [Na+], C1CCOC1, [OH-]. Product: CC#CCOc1ccc(S(=O)(=O)C2(C(=O)O)CCN(C(=O)C3(C)COC(C)(C)OC3)CC2)cc1. RXN SMILES: [CH2:1]([C:2]#[C:3][CH3:4])[O:5][c:6]1[cH:7][cH:8][c:9]([S:12](=[O:13])(=[O:14])[C:15]2([C:32](=[O:33])[O:34][CH3:35])[CH2:16][CH2:17][N:18]([C:21](=[O:22])[C:23]3([CH3:31])[CH2:24][O:25][C:26]([CH3:29])([CH3:30])[O:27][CH2:28]3)[CH2:19][CH2:20]2)[cH:10][cH:11]1.[CH3:38][OH:39].[Na+:37].[O:40]1[CH2:41][CH2:42][CH2:43][CH2:44]1.[OH-:36]>>[CH2:1]([C:2]#[C:3][CH3:4])[O:5][c:6]1[cH:7][cH:8][c:9]([S:12](=[O:13])(=[O:14])[C:15]2([C:32](=[O:33])[OH:34])[CH2:16][CH2:17][N:18]([C:21](=[O:22])[C:23]3([CH3:31])[CH2:24][O:25][C:26]([CH3:29])([CH3:30])[O:27][CH2:28]3)[CH2:19][CH2:20]2)[cH:10][cH:11]1.